Dataset: the Open Reaction Database (ORD), a public repository of structured organic reaction records. Task: describe an organic reaction: reactants, conditions, products, and yield Reactants: OC1CCN(CC1)C(C)C (4-Hydroxy-1-isopropylpiperidine), ClC1=NC2=C(C=CC=C2C=N1)O (2-Chloroquinazolin-8-ol), solution, C1(=CC=CC=C1)P(C1=CC=CC=C1)C1=CC=CC=C1 (triphenylphosphine), CC(C)(C)OC(=O)/N=N/C(=O)OC(C)(C)C (di-tert-butylazodicarboxylate). The solvent is C1CCOC1 (THF). Run at time 15 minute. The product is ClC1=NC2=C(C=CC=C2C=N1)OC1CCN(CC1)C(C)C (2-Chloro-8-(1-isopropylpiperidin-4-yloxy)quinazoline). The yield is 88.0%. RXN SMILES: C1(P(C2C=CC=CC=2)C2C=CC=CC=2)C=CC=CC=1.CC(OC(/N=N/C(OC(C)(C)C)=O)=O)(C)C.[OH:36][CH:37]1[CH2:42][CH2:41][N:40]([CH:43]([CH3:45])[CH3:44])[CH2:39][CH2:38]1.[Cl:46][C:47]1[N:56]=[CH:55][C:54]2[C:49](=[C:50](O)[CH:51]=[CH:52][CH:53]=2)[N:48]=1>C1COCC1>[Cl:46][C:47]1[N:56]=[CH:55][C:54]2[C:49](=[C:50]([O:36][CH:37]3[CH2:42][CH2:41][N:40]([CH:43]([CH3:45])[CH3:44])[CH2:39][CH2:38]3)[CH:51]=[CH:52][CH:53]=2)[N:48]=1. Procedure details: To a 0.30M solution of triphenylphosphine (1.5 eq) in THF was added di-tert-butylazodicarboxylate (1.5 eq). The mixture was stirred 15 min at ambient temperature. 4-Hydroxy-1-isopropylpiperidine (4.0 eq) was added. The mixture was stirred 15 min at ambient temperature. 2-Chloroquinazolin-8-ol (1.0 eq) was added. The mixture was stirred an additional 2 h. The crude mixture was concentrated, purified by flash chromatography (EtOAc then 90:10:1 DCM:MeOH:NH4OH), and concentrated to give the desired ... Reactants: P(O)(O)(O)=O (phosphoric acid), OP=O (hypophosphorus acid), C(C)OC(=O)COC(=O)C=1C=C(C2=CC=C(C=C2C1)C)O (3-(ethoxycarbonyl)methoxycarbonyl-1-hydroxy-6-methylnaphthalene), heptanes, C1(=CC=CC=C1)C (Toluene), four. Run in O (water), C(Cl)Cl (methylene chloride), O (water), O (water). Product: C1(=CC=CC=C1)C(C1=CC2=C(C(O1)=O)C=C(C1=CC=C(C=C12)C)O)C1=CC=CC=C1 (2-diphenylmethyl-6-hydroxy-9-methyl-4-oxo-4H-naphtho[2,1-c]pyran). RXN SMILES: [C:1]1([CH3:7])[CH:6]=[CH:5][CH:4]=[CH:3][CH:2]=1.P(=O)(O)(O)O.OP=O.C(O[C:19]([CH2:21][O:22][C:23]([C:25]1[CH:26]=[C:27]([OH:36])[C:28]2[C:33]([CH:34]=1)=[CH:32][C:31]([CH3:35])=[CH:30][CH:29]=2)=[O:24])=O)C>O.C(Cl)Cl>[C:1]1([CH:7]([C:1]2[CH:6]=[CH:5][CH:4]=[CH:3][CH:2]=2)[C:21]2[O:22][C:23](=[O:24])[C:25]3[CH:26]=[C:27]([OH:36])[C:28]4[C:33]([C:34]=3[CH:19]=2)=[CH:32][C:31]([CH3:35])=[CH:30][CH:29]=4)[CH:6]=[CH:5][CH:4]=[CH:3][CH:2]=1. Reported procedure: Toluene, 1000 milliliters (mL), heptanes, i.e., a C7 distillate having a boiling range of from 82 to 98° C., (1000 mL), methylene chloride (1000 mL), phosphoric acid, 20.0 grams of an 85 weight percent solution, 5.0 grams of hypophosphorus acid and 625.0 grams of 3-(ethoxycarbonyl)methoxycarbonyl-1-hydroxy-6-methylnaphthalene were added to a reaction flask. The reaction flask was a 5 liter four necked round bottom reactor equipped with an overhead mechanical stirrer, thermometer, electric heatin... Starting materials: compound E, C1(=CC=CC=C1)NN (phenylhydrazine), COC=1C=C(C=CC1OC)C1=NN(C([C@H]2CCCC[C@@H]12)=O)CCO ((cis)-4-(3,4-Dimethoxyphenyl)-2-(2-hydroxy-1-ethyl)-4a,5,6,7,8,8a-hexahydro-2H-phthalazin-1-one). Product: C1(CCCC1)OC=1C=C(C=CC1OC)C1=NN(C([C@H]2CC=CC[C@@H]12)=O)C1=CC=CC=C1 ((cis)-4-(3-Cyclopentyloxy-4-methoxyphenyl)-2-phenyl-4a,5,8,8a-tetrahydro-2H-phthalazin-1-one). As a reaction SMILES: [C:1]1([NH:7][NH2:8])[CH:6]=[CH:5][CH:4]=[CH:3][CH:2]=1.[CH3:9][O:10][C:11]1[CH:12]=[C:13]([C:19]2[C@H:28]3[C@H:23]([CH2:24][CH2:25][CH2:26][CH2:27]3)[C:22](=[O:29])N(CCO)N=2)[CH:14]=[CH:15][C:16]=1[O:17][CH3:18]>>[CH:9]1([O:10][C:11]2[CH:12]=[C:13]([C:19]3[C@H:28]4[C@H:23]([CH2:24][CH:25]=[CH:26][CH2:27]4)[C:22](=[O:29])[N:7]([C:1]4[CH:6]=[CH:5][CH:4]=[CH:3][CH:2]=4)[N:8]=3)[CH:14]=[CH:15][C:16]=2[O:17][CH3:18])[CH2:3][CH2:2][CH2:1][CH2:6]1. Procedure details: Prepared from compound E (see starting compounds) and phenylhydrazine as described for compound 35. Crystallization from methanol. M.p. 134°-135° C. Reported procedure: Following the procedure for the preparation of 6-{(3S,4S)-4-methyl-1-[(2-methylpyrimidin-5-yl)methyl]pyrrolidin-3-yl}-1-(tetrahydro-2H-pyran-4-yl)-1,5-dihydro-4H-pyrazolo[3,4-d]pyrimidin-4-one but substituting sodium cyanoborohydride and 3-fluorobenzaldehyde provided the title compound. 400 MHz 1H NMR (CDCl3) δ 8.02 (s,1H), 7.35-7.30 (m, 1H), 7.21-7.20 (m, 1H), 7.05 (d, J=9.5 Hz, 1H), 6.98-6.93 (m, 1H), 4.83-4.77 (m, 1H), 4.14-4.08 (m, 2H), 3.80-3.77 (m, 1H), 3.64-3.54 (m, 3H), 3.36 (t, J=8.8 Hz... As a reaction SMILES: [CH3:1][C@@H:2]1[CH2:6][N:5]([CH2:7][C:8]2[CH:9]=NC(C)=N[CH:13]=2)[CH2:4][C@H:3]1[C:15]1[NH:16][C:17](=[O:30])[C:18]2[CH:23]=[N:22][N:21]([CH:24]3[CH2:29][CH2:28][O:27][CH2:26][CH2:25]3)[C:19]=2[N:20]=1.C([BH3-])#N.[Na+].[F:35][C:36]1C=C(C=[CH:42][CH:43]=1)C=O>>[F:35][C:36]1[CH:13]=[C:8]([CH:9]=[CH:42][CH:43]=1)[CH2:7][N:5]1[CH2:6][C@@H:2]([CH3:1])[C@H:3]([C:15]2[NH:16][C:17](=[O:30])[C:18]3[CH:23]=[N:22][N:21]([CH:24]4[CH2:25][CH2:26][O:27][CH2:28][CH2:29]4)[C:19]=3[N:20]=2)[CH2:4]1 |f:1.2|. Product: FC=1C=C(CN2C[C@H]([C@@H](C2)C)C=2NC(C3=C(N2)N(N=C3)C3CCOCC3)=O)C=CC1 (6-[(3S,4S)-1-(3-fluorobenzyl)-4-methylpyrrolidin-3-yl]-1-(tetrahydro-2H-pyran-4-yl)-1,5-dihydro-4H-pyrazolo[3,4-d]pyrimidin-4-one). Starting materials: C[C@H]1[C@@H](CN(C1)CC=1C=NC(=NC1)C)C=1NC(C2=C(N1)N(N=C2)C2CCOCC2)=O (6-{(3S,4S)-4-methyl-1-[(2-methylpyrimidin-5-yl)methyl]pyrrolidin-3-yl}-1-(tetrahydro-2H-pyran-4-yl)-1,5-dihydro-4H-pyrazolo[3,4-d]pyrimidin-4-one), C(#N)[BH3-].[Na+] (sodium cyanoborohydride), FC=1C=C(C=O)C=CC1 (3-fluorobenzaldehyde). Starting materials: CCO, CCCCN, COC(C=O)OC, ClCCl, O. Product: CCCCNCC(OC)OC. Reaction SMILES: [CH3:13][CH2:14][OH:15].[CH3:1][CH2:2][CH2:3][CH2:4][NH2:5].[CH3:6][O:7][CH:8]([CH:9]=[O:10])[O:11][CH3:12].[Cl:17][CH2:18][Cl:19].[OH2:16]>>[CH3:1][CH2:2][CH2:3][CH2:4][NH:5][CH2:9][CH:8]([O:7][CH3:6])[O:11][CH3:12]. Reactants: NCC1=CC=CC=2C(C(=C(OC21)C2=CC=CC=C2)C)=O (8-Aminomethyl-3-methyl-4-oxo-2-phenyl-4H-1-benzopyran), ClCCS(=O)(=O)Cl (2-chloroethylsulfonylchloride), ClCCl (dichloromethane). Solvent: C(C)N(CC)CC (triethylamine). The product is C(=C)S(=O)(=O)NCC1=CC=CC=2C(C(=C(OC21)C2=CC=CC=C2)C)=O (8-Ethenylsulfonylaminomethyl-3-methyl-4-oxo-2-phenyl-4H-1-benzopyran). Reaction SMILES: [NH2:1][CH2:2][C:3]1[C:12]2[O:11][C:10]([C:13]3[CH:18]=[CH:17][CH:16]=[CH:15][CH:14]=3)=[C:9]([CH3:19])[C:8](=[O:20])[C:7]=2[CH:6]=[CH:5][CH:4]=1.Cl[CH2:22][CH2:23][S:24](Cl)(=[O:26])=[O:25].ClCCl>C(N(CC)CC)C>[CH:23]([S:24]([NH:1][CH2:2][C:3]1[C:12]2[O:11][C:10]([C:13]3[CH:14]=[CH:15][CH:16]=[CH:17][CH:18]=3)=[C:9]([CH3:19])[C:8](=[O:20])[C:7]=2[CH:6]=[CH:5][CH:4]=1)(=[O:26])=[O:25])=[CH2:22]. Procedure: This compound can be prepared by reacting Intermediate XXIV with 2-chloroethylsulfonylchloride in an halogenated solvent (e.g., dichloromethane) in presence of triethylamine at 0°-40° C., according to A. A. Goldberg, Jr., J. Chem. Soc., 464 (1945). Starting materials: COCOCc1c([N+](=O)[O-])cc(OC)c(OC)c1OC, CCO. Yields the product COCOCc1c(N)cc(OC)c(OC)c1OC. As a reaction SMILES: [CH3:1][O:2][CH2:3][O:4][CH2:5][c:6]1[c:7]([N+:18]([O-:19])=[O:20])[cH:8][c:9]([O:16][CH3:17])[c:10]([O:14][CH3:15])[c:11]1[O:12][CH3:13].[CH3:21][CH2:22][OH:23]>>[CH3:1][O:2][CH2:3][O:4][CH2:5][c:6]1[c:7]([NH2:18])[cH:8][c:9]([O:16][CH3:17])[c:10]([O:14][CH3:15])[c:11]1[O:12][CH3:13].